This data is from the Open Reaction Database (ORD), a public repository of structured organic reaction records. The task is: describe an organic reaction: reactants, conditions, products, and yield The reactants are COC(=O)C1CN([C@@H]2CC3=CN(C4=CC=CC(C2=C1)=C34)C(=O)OCC(Cl)(Cl)Cl)C(=O)OCC(Cl)(Cl)Cl (9,10-didehydro-1,6-bis(2,2,2-trichloroethoxycarbonyl)-8-ergolinecarboxylic acid methyl ester), NN (hydrazine), [Cl-].[Na+] (sodium chloride). Solvent: C(Cl)(Cl)Cl (chloroform), C(Cl)(Cl)Cl (chloroform). Yields the product ClC(COC(=O)N1CC(C=C2C=3C=CC=C4NC=C(C[C@@H]12)C34)C(=O)NN)(Cl)Cl (9,10-didehydro-6-(2,2,2-trichloroethoxycarbonyl)-8-ergolinecarboxylic acid hydrazide). As a reaction SMILES: C[O:2][C:3]([CH:5]1[CH:19]=[C:18]2[C@@H:8]([CH2:9][C:10]3[C:20]4[C:13](=[CH:14][CH:15]=[CH:16][C:17]2=4)[N:12](C(OCC(Cl)(Cl)Cl)=O)[CH:11]=3)[N:7]([C:29]([O:31][CH2:32][C:33](Cl)([Cl:35])[Cl:34])=[O:30])[CH2:6]1)=O.[NH2:37][NH2:38].[Cl-:39].[Na+]>C(Cl)(Cl)Cl>[Cl:39][C:33]([Cl:34])([Cl:35])[CH2:32][O:31][C:29]([N:7]1[C@H:8]2[C:18]([C:17]3[CH:16]=[CH:15][CH:14]=[C:13]4[C:20]=3[C:10]([CH2:9]2)=[CH:11][NH:12]4)=[CH:19][CH:5]([C:3]([NH:37][NH2:38])=[O:2])[CH2:6]1)=[O:30] |f:2.3|. Reported procedure: 490 mg of the ester (0.8 mmol) in 35 ml of chloroform is stirred together with 12 ml of hydrazine for 25 hours at room temperature. The mixture is then distributed between chloroform and saturated sodium chloride solution, the organic phase is dried with magnesium sulfate and evaporated. The crude product, amounting to 287 mg, is chromatographed on silica gel, thus isolating 193 mg of 9,10-didehydro-6-(2,2,2-trichloroethoxycarbonyl)-8-ergolinecarboxylic acid hydrazide as an oily mixture of isome...